Dataset: the Open Reaction Database (ORD), a public repository of structured organic reaction records. Task: describe an organic reaction: reactants, conditions, products, and yield Starting materials: Cl.C(CCCCC)N1CCC(CC1)(C(=O)OCC)C1=CC=CC=C1 (ethyl 1-hexyl-4-phenyl-4-piperidinecarboxylate hydrochloride), C(C)N (ethylamine), Cl (Hydrochloride). The product is C(C)NC(=O)C1(CCN(CC1)CCCCCC)C1=CC=CC=C1 (N-Ethyl-1-hexyl-4-phenyl-4-piperidinecarboxamide). RXN SMILES: Cl.[CH2:2]([N:8]1[CH2:13][CH2:12][C:11]([C:19]2[CH:24]=[CH:23][CH:22]=[CH:21][CH:20]=2)([C:14]([O:16]CC)=O)[CH2:10][CH2:9]1)[CH2:3][CH2:4][CH2:5][CH2:6][CH3:7].[CH2:25]([NH2:27])[CH3:26].Cl>>[CH2:25]([NH:27][C:14]([C:11]1([C:19]2[CH:20]=[CH:21][CH:22]=[CH:23][CH:24]=2)[CH2:10][CH2:9][N:8]([CH2:2][CH2:3][CH2:4][CH2:5][CH2:6][CH3:7])[CH2:13][CH2:12]1)=[O:16])[CH3:26] |f:0.1|. Reported procedure: This compound was prepared as above form ethyl 1-hexyl-4-phenyl-4-piperidinecarboxylate hydrochloride (3.54 g, 10 mmol) and ethylamine (2.25 g, 50 mmol). Reaction time 2 days. The crude product (1.0 g) was recrystallized from disopropyl ether, yielding 0.81 g with m.p. 92°-94° C. Hydrochloride m.p. 221°-223° C. (form 2% aqueous acetone). Starting materials: FC(C1CCC(CC1)(C1=CC=C(C=C1)OS(=O)(=O)C(F)(F)F)C1=CC=C(C(=O)OC)C=C1)(F)F (Methyl 4-[4-(trifluoromethyl)-1-(4-{[(trifluoromethyl)sulfonyl]oxy}phenyl)cyclohexyl]benzoate), N1CCCC2=CC=CC=C12 (1,2,3,4-tetrahydroquinoline), C(C)(C)(C)P(C1=C(C=CC=C1)C1=CC=CC=C1)C(C)(C)C (2-(di-tert-butylphosphino)biphenyl), CC(C)([O-])C.[Na+] (sodium tert-butoxide), methyl ester, carboxylic acid. Reagents/catalysts: C(C)(=O)[O-].[Pd+2].C(C)(=O)[O-] (palladium (II) acetate). Run in C1(=CC=CC=C1)C (toluene). Conditions: temperature 90 celsius, time 16 hour. Yields the product N1(CCCC2=CC=CC=C12)C1=CC=C(C=C1)C1(CCC(CC1)C(F)(F)F)C1=CC=C(C(=O)OC)C=C1 (Methyl 4-[1-[4-(3,4-dihydroquinolin-1(2H)-yl)phenyl]-4-(trifluoromethyl)cyclohexyl]benzoate). As a reaction SMILES: [F:1][C:2]([F:34])([F:33])[CH:3]1[CH2:8][CH2:7][C:6]([C:23]2[CH:32]=[CH:31][C:26]([C:27]([O:29][CH3:30])=[O:28])=[CH:25][CH:24]=2)([C:9]2[CH:14]=[CH:13][C:12](OS(C(F)(F)F)(=O)=O)=[CH:11][CH:10]=2)[CH2:5][CH2:4]1.[NH:35]1[C:44]2[C:39](=[CH:40][CH:41]=[CH:42][CH:43]=2)[CH2:38][CH2:37][CH2:36]1.C(P(C(C)(C)C)C1C=CC=CC=1C1C=CC=CC=1)(C)(C)C.CC(C)([O-])C.[Na+]>C([O-])(=O)C.[Pd+2].C([O-])(=O)C.C1(C)C=CC=CC=1>[N:35]1([C:12]2[CH:13]=[CH:14][C:9]([C:6]3([C:23]4[CH:32]=[CH:31][C:26]([C:27]([O:29][CH3:30])=[O:28])=[CH:25][CH:24]=4)[CH2:7][CH2:8][CH:3]([C:2]([F:34])([F:1])[F:33])[CH2:4][CH2:5]3)=[CH:10][CH:11]=2)[C:44]2[C:39](=[CH:40][CH:41]=[CH:42][CH:43]=2)[CH2:38][CH2:37][CH2:36]1 |f:3.4,5.6.7|. Procedure: To a mixture of the title compound of Example 3, Step A (50 mg, 0.1 mmol), 1,2,3,4-tetrahydroquinoline (0.019 mL, 0.15 mmol), 2-(di-tert-butylphosphino)biphenyl (1 mg, 0.003 mmol), palladium (II) acetate (0.5 mg, 0.002 mmol) and sodium tert-butoxide (13 mg, 0.14 mmol) was added 0.30 mL of toluene. The reaction was stirred at 90° C. for 16 h, then partitioned between EtOAc/brine acidified with a few drops of 2 N HCl. The aqueous layer was washed with EtOAc then DCM. The combined organic layers we...